This data is from the Open Reaction Database (ORD), a public repository of structured organic reaction records. The task is: describe an organic reaction: reactants, conditions, products, and yield Reactants: ice water, OC1=CC=C(C(=O)C2=CC=C(C=C2)O)C=C1 (4,4'-dihydroxybenzophenone), C([O-])([O-])=O.[K+].[K+] (potassium carbonate), ClCC(=C)C (3-chloro-2-methylpropene). Solvent: CS(=O)C (dimethyl sulfoxide). Yields the product OC1=CC=C(C(=O)C2=CC=C(C=C2)OCC(=C)C)C=C1 (4-hydroxy-4'-(2-methyl-2-propenoxy)benzophenone). Yield: 47.0%. Reaction SMILES: [OH:1][C:2]1[CH:16]=[CH:15][C:5]([C:6]([C:8]2[CH:13]=[CH:12][C:11]([OH:14])=[CH:10][CH:9]=2)=[O:7])=[CH:4][CH:3]=1.C(=O)([O-])[O-].[K+].[K+].Cl[CH2:24][C:25]([CH3:27])=[CH2:26]>CS(C)=O>[OH:1][C:2]1[CH:16]=[CH:15][C:5]([C:6]([C:8]2[CH:13]=[CH:12][C:11]([O:14][CH2:26][C:25]([CH3:27])=[CH2:24])=[CH:10][CH:9]=2)=[O:7])=[CH:4][CH:3]=1 |f:1.2.3|. Procedure: A solution of 14.6 grams (0.0682 mole) of 4,4'-dihydroxybenzophenone and 10.4 grams (0.0751 mole) of potassium carbonate in 250 mL of dimethyl sulfoxide was stirred under a nitrogen atmosphere for 20 minutes. To this was added during a 20 minute period via syringe 7.32 mL (0.0751 mole) of 3-chloro-2-methylpropene. Upon completion of addition the reaction mixture was heated at 60°-65° C. for 18 hours. The reaction mixture was poured into 600 mL of ice-water and then was extracted with four portio...